Dataset: the Open Reaction Database (ORD), a public repository of structured organic reaction records. Task: describe an organic reaction: reactants, conditions, products, and yield Reactants: C(C)(C)(C)OC(NC=1C=C2C(=NC1)NC(=C2)C(CC2CCOCC2)C2=CC=C(C=C2)S(=O)(=O)C)=O ({2-[1-(4-methanesulfonyl-phenyl)-2-(tetrahydro-pyran-4-yl)-ethyl]-1H-pyrrolo[2,3-b]pyridin-5-yl}-carbamic acid tert-butyl ester), Cl (hydrogen chloride). Run in ClCCl (dichloromethane). Reaction conditions: time 3 hour. The product is Cl.CS(=O)(=O)C1=CC=C(C=C1)C(CC1CCOCC1)C1=CC=2C(=NC=C(C2)N)N1 (2-[1-(4-methanesulfonyl-phenyl)-2-(tetrahydro-pyran-4-yl)-ethyl]-1H-pyrrolo[2,3-b]pyridin-5-ylamine hydrochloride salt). Yield: 100.0%. RXN SMILES: C(OC(=O)[NH:7][C:8]1[CH:9]=[C:10]2[CH:16]=[C:15]([CH:17]([C:25]3[CH:30]=[CH:29][C:28]([S:31]([CH3:34])(=[O:33])=[O:32])=[CH:27][CH:26]=3)[CH2:18][CH:19]3[CH2:24][CH2:23][O:22][CH2:21][CH2:20]3)[NH:14][C:11]2=[N:12][CH:13]=1)(C)(C)C.[ClH:36]>ClCCl>[ClH:36].[CH3:34][S:31]([C:28]1[CH:27]=[CH:26][C:25]([CH:17]([C:15]2[NH:14][C:11]3=[N:12][CH:13]=[C:8]([NH2:7])[CH:9]=[C:10]3[CH:16]=2)[CH2:18][CH:19]2[CH2:24][CH2:23][O:22][CH2:21][CH2:20]2)=[CH:30][CH:29]=1)(=[O:32])=[O:33] |f:3.4|. Reported procedure: A solution of {2-[1-(4-methanesulfonyl-phenyl)-2-(tetrahydro-pyran-4-yl)-ethyl]-1H-pyrrolo[2,3-b]pyridin-5-yl}-carbamic acid tert-butyl ester (520 mg, 1.05 mmol) in dichloromethane (10 mL) was treated with dry hydrogen chloride gas for 30 min. The resulting mixture was stirred for 3 h at room temperature. The solvent was removed to afford 2-[1-(4-methanesulfonyl-phenyl)-2-(tetrahydro-pyran-4-yl)-ethyl]-1H-pyrrolo[2,3-b]pyridin-5-ylamine hydrochloride salt (454 mg, 100%): LC/MS m/e calcd for C21H...